Dataset: the Open Reaction Database (ORD), a public repository of structured organic reaction records. Task: describe an organic reaction: reactants, conditions, products, and yield The reactants are N[C@@H]1CN2CCC1CC2 ((S)-3-aminoquinuclidine), C(\C=C\C(=O)[O-])(=O)[O-] (fumarate), COC1=C(C(=O)N=C=O)C=CC=C1 (2-methoxybenzoyl isocyanate), product. Product: N12C[C@H](C(CC1)CC2)NC(=O)NC(C2=C(C=CC=C2)OC)=O ((S)-N-[[[1-Azabicyclo[2.2.2]octan-3-yl] amino]carbonyl]-2-methoxybenzamide). As a reaction SMILES: [NH2:1][C@H:2]1[CH:7]2[CH2:8][CH2:9][N:4]([CH2:5][CH2:6]2)[CH2:3]1.[CH3:10][O:11][C:12]1[CH:22]=[CH:21][CH:20]=[CH:19][C:13]=1[C:14]([N:16]=[C:17]=[O:18])=[O:15].C([O-])(=O)/C=C/C([O-])=O>>[N:4]12[CH2:9][CH2:8][CH:7]([CH2:6][CH2:5]1)[C@H:2]([NH:1][C:17]([NH:16][C:14](=[O:15])[C:13]1[CH:19]=[CH:20][CH:21]=[CH:22][C:12]=1[O:11][CH3:10])=[O:18])[CH2:3]2. Procedure: The above compound was prepared, following the procedure of Example 1, from (S)-3-aminoquinuclidine (0.63 g, 5 mmol) and 2-methoxybenzoyl isocyanate (1.26 g, 7 mmol). The product (1.44 g) was converted to the 1:1 fumarate, mp 158°-159° C. (dec). RXN SMILES: [C:1](#[N:2])[C:3]1([NH:6][C:7](=[O:8])[CH:9]2[CH:10]([C:28](=[O:29])[N:30]3[CH2:31][C:32]([F:34])([F:35])[CH2:33]3)[CH2:11][CH:12]([S:14](=[O:15])(=[O:16])[c:17]3[c:18]([C:24]([F:25])([F:26])[F:27])[cH:19][c:20]([F:23])[cH:21][cH:22]3)[CH2:13]2)[CH2:4][CH2:5]1.[nH:36]1[n:37][cH:38][cH:39][cH:40]1>>[C:1](#[N:2])[C:3]1([NH:6][C:7](=[O:8])[CH:9]2[CH:10]([C:28](=[O:29])[N:30]3[CH2:31][C:32]([F:34])([F:35])[CH2:33]3)[CH2:11][CH:12]([S:14](=[O:15])(=[O:16])[c:17]3[c:18]([C:24]([F:25])([F:26])[F:27])[cH:19][c:20](-[n:36]4[n:37][cH:38][cH:39][cH:40]4)[cH:21][cH:22]3)[CH2:13]2)[CH2:4][CH2:5]1. Product: N#CC1(NC(=O)C2CC(S(=O)(=O)c3ccc(-n4cccn4)cc3C(F)(F)F)CC2C(=O)N2CC(F)(F)C2)CC1. The reactants are N#CC1(NC(=O)C2CC(S(=O)(=O)c3ccc(F)cc3C(F)(F)F)CC2C(=O)N2CC(F)(F)C2)CC1, c1cn[nH]c1. Starting materials: Cc1ccccc1CBr, O=C([O-])[O-], Cc1ccccc1O, Cl, [Cs+], [Cs+], CN(C)C=O, O. Yields the product Cc1ccccc1COc1ccccc1C. RXN SMILES: [Br:1][CH2:2][c:3]1[c:4]([CH3:9])[cH:5][cH:6][cH:7][cH:8]1.[C:18](=[O:19])([O-:20])[O-:21].[CH3:10][c:11]1[c:12]([OH:17])[cH:13][cH:14][cH:15][cH:16]1.[ClH:24].[Cs+:22].[Cs+:23].[O:25]=[CH:26][N:27]([CH3:28])[CH3:29].[OH2:30]>>[CH2:2]([c:3]1[c:4]([CH3:9])[cH:5][cH:6][cH:7][cH:8]1)[O:17][c:12]1[c:11]([CH3:10])[cH:16][cH:15][cH:14][cH:13]1. Reaction SMILES: O.C(=O)([O-])[O-].[Na+].[Na+].[NH2:8][C:9]1[CH:14]=[CH:13][CH:12]=[CH:11][C:10]=1B(O)O.Br[C:19]1[N:23]([CH2:24][CH:25]([CH3:27])[CH3:26])[C:22]([CH2:28][CH2:29][CH2:30][CH3:31])=[N:21][C:20]=1[C:32]#[N:33]>C([O-])(=O)C.[Pd+2].C([O-])(=O)C.C1(P(C2C=CC=CC=2)C2C=CC=CC=2)C=CC=CC=1.C(O)CC>[NH2:8][C:9]1[CH:14]=[CH:13][CH:12]=[CH:11][C:10]=1[C:19]1[N:23]([CH2:24][CH:25]([CH3:27])[CH3:26])[C:22]([CH2:28][CH2:29][CH2:30][CH3:31])=[N:21][C:20]=1[C:32]#[N:33] |f:1.2.3,6.7.8|. Reactants: NC1=C(C=CC=C1)B(O)O (2-aminophenylboronic acid), C([O-])([O-])=O.[Na+].[Na+] (sodium carbonate), O (water), C([O-])([O-])=O.[Na+].[Na+] (sodium carbonate), NC1=C(C=CC=C1)B(O)O (2-aminophenylboronic acid), BrC1=C(N=C(N1CC(C)C)CCCC)C#N (5-bromo-2-butyl-1-(2-methylpropyl)-1H-imidazole-4-carbonitrile). The reagents and catalysts are C(C)(=O)[O-].[Pd+2].C(C)(=O)[O-] (palladium (II) acetate), C1(=CC=CC=C1)P(C1=CC=CC=C1)C1=CC=CC=C1 (triphenylphosphine), C(C)(=O)[O-].[Pd+2].C(C)(=O)[O-] (palladium (II) acetate), C(C)(=O)[O-].[Pd+2].C(C)(=O)[O-] (Palladium (II) acetate), C1(=CC=CC=C1)P(C1=CC=CC=C1)C1=CC=CC=C1 (triphenylphosphine). Reaction conditions: temperature 100 celsius. Isolated yield 843.4%. Product: NC1=C(C=CC=C1)C1=C(N=C(N1CC(C)C)CCCC)C#N (5-(2-aminophenyl)-2-butyl-1-(2-methylpropyl)-1H-imidazole-4-carbonitrile). The solvent is C(CC)O (n-propanol). Procedure: Palladium (II) acetate (5.0 mg, 0.022 mmol), triphenylphosphine (17 mg, 0.067 mmol), water (2.6 mL), n-propanol (13 mL), and aqueous sodium carbonate (4.4 mL of 2 M) were added to 2-aminophenylboronic acid (1.11 g, 8.13 mmol) and 5-bromo-2-butyl-1-(2-methylpropyl)-1H-imidazole-4-carbonitrile (2.10 g, 1.00 mmol). The reaction was placed under a nitrogen atmosphere and heated at 100° C. for 15 hours. An analysis by liquid chromatography/mass spectrometry (LC/MS) indicated the presence of starting ... Reactants: CCC(=O)c1cc(OC)c(OC)c(OC)c1, COc1ccc(C=O)cc1, CO, Cl, [Na+], [OH-]. Product: COc1ccc(C=C(C)C(=O)c2cc(OC)c(OC)c(OC)c2)cc1. Reaction SMILES: [CH3:11][O:12][c:13]1[cH:14][c:15]([C:23]([CH2:24][CH3:25])=[O:26])[cH:16][c:17]([O:21][CH3:22])[c:18]1[O:19][CH3:20].[CH3:1][O:2][c:3]1[cH:4][cH:5][c:6]([CH:7]=[O:8])[cH:9][cH:10]1.[CH3:30][OH:31].[ClH:29].[Na+:28].[OH-:27]>>[CH3:1][O:2][c:3]1[cH:4][cH:5][c:6]([CH:25]=[C:24]([C:23]([c:15]2[cH:14][c:13]([O:12][CH3:11])[c:18]([O:19][CH3:20])[c:17]([O:21][CH3:22])[cH:16]2)=[O:26])[CH3:30])[cH:9][cH:10]1. Starting materials: COC(C1=CC(=CC=C1)OCCCCCCC1=C(C(=CC=C1)OCC1=CC=CC=C1)OCC1=CC=CC=C1)=O (3-[6-[2,3-bis(phenylmethoxy)phenyl]hexyloxy]benzoic acid methyl ester). Solvent: CO (methanol), [OH-].[Na+] (sodium hydroxide). The product is C1(=CC=CC=C1)COC1=C(C=CC=C1OCC1=CC=CC=C1)CCCCCCOC=1C=C(C(=O)O)C=CC1 (3-[6-[2,3-bis(phenylmethoxy)phenyl]hexyloxy]benzoic acid). Yield: 70.0%. RXN SMILES: C[O:2][C:3](=[O:39])[C:4]1[CH:9]=[CH:8][CH:7]=[C:6]([O:10][CH2:11][CH2:12][CH2:13][CH2:14][CH2:15][CH2:16][C:17]2[CH:22]=[CH:21][CH:20]=[C:19]([O:23][CH2:24][C:25]3[CH:30]=[CH:29][CH:28]=[CH:27][CH:26]=3)[C:18]=2[O:31][CH2:32][C:33]2[CH:38]=[CH:37][CH:36]=[CH:35][CH:34]=2)[CH:5]=1>CO.[OH-].[Na+]>[C:33]1([CH2:32][O:31][C:18]2[C:19]([O:23][CH2:24][C:25]3[CH:30]=[CH:29][CH:28]=[CH:27][CH:26]=3)=[CH:20][CH:21]=[CH:22][C:17]=2[CH2:16][CH2:15][CH2:14][CH2:13][CH2:12][CH2:11][O:10][C:6]2[CH:5]=[C:4]([CH:9]=[CH:8][CH:7]=2)[C:3]([OH:39])=[O:2])[CH:34]=[CH:35][CH:36]=[CH:37][CH:38]=1 |f:2.3|. Procedure: A solution of 0.5 g of 3-[6-[2,3-bis(phenylmethoxy)phenyl]hexyloxy]benzoic acid methyl ester in 15 mL of methanol and 5 mL of 1N sodium hydroxide was stirred at reflux for 2 hours. Workup as in Example 24 and crystallization from methanol gave 0.34 g (70% yield), mp 72°-74°of 3-[6-[2,3-bis(phenylmethoxy)phenyl]hexyloxy]benzoic acid. The reactants are N1C(=NC2=C1C=CC=C2)S(=O)(=O)N2C(CCCC2)C(=O)N (1H-benzo[d]imidazol-2-ylsulfonyl-2-piperidinecarboxamide), C(C(=O)Cl)(=O)Cl (Oxalyl chloride), CN(C=O)C (dimethylformamide), N1=CC=CC=C1 (pyridine). Solvent: C(C)#N (acetonitrile), C(C)#N (acetonitrile). Run at time 20 minute. Product: N1C(=NC2=C1C=CC=C2)S(=O)(=O)N2C(CCCC2)C#N (1-(1H-benzo[d]imidazol-2-ylsulfonyl)-2-piperidinecarbonitrile). The yield is 35.3%. Reaction SMILES: C(Cl)(=O)C(Cl)=O.CN(C)C=O.N1C=CC=CC=1.[NH:18]1[C:22]2[CH:23]=[CH:24][CH:25]=[CH:26][C:21]=2[N:20]=[C:19]1[S:27]([N:30]1[CH2:35][CH2:34][CH2:33][CH2:32][CH:31]1[C:36]([NH2:38])=O)(=[O:29])=[O:28]>C(#N)C>[NH:18]1[C:22]2[CH:23]=[CH:24][CH:25]=[CH:26][C:21]=2[N:20]=[C:19]1[S:27]([N:30]1[CH2:35][CH2:34][CH2:33][CH2:32][CH:31]1[C:36]#[N:38])(=[O:28])=[O:29]. Procedure details: Oxalyl chloride (5.00 ml) was added dropwise to a solution of dimethylformamide (4.43 ml) in acetonitrile (200 ml) at 0° C. The mixture was stirred for 20 mins. and a suspension of pyridine (9.66 ml) and 1-(1H-benzo[d]imidazol-2-ylsulfonyl-2-piperidinecarboxamide (14.73 g) [see Preparation 17] in acetonitrile (100 ml) was added over a period of 10 mins. The reaction mixture was stirred for a further 20 mins. after which time the solvent was removed under reduced pressure. The residue was diluted... The reagents and catalysts are [Cl-].C(C1=CC=CC=C1)[N+](CC)(CC)CC (benzyl triethyl ammonium chloride). The product is CC1(C(NC2=CC=CC=C2N1)=O)C (3,3-dimethyl-1,2,3,4-tetrahydroquinoxalin-2-one). The solvent is C(Cl)(Cl)Cl (chloroform), C(Cl)(Cl)Cl (chloroform). Reported procedure: 5.4 parts of o-phenylenediamine and 40 parts chloroform are placed in a 250 ml flask, 20 parts 50% by weight NaOH solution is added followed by 0.5 part benzyl triethyl ammonium chloride (BTAC). The flask is cooled in an ice-bath and 5.5 parts acetone cyanohydrin in 10 parts chloroform are added dropwise over 30 minutes. The flask is cooled in the ice-bath for an additional two hours, then warmed and maintained at room temperature for another two hours. Conversion in excess of 90% is obtained. T... The reactants are CC(C#N)(O)C (acetone cyanohydrin), ice, C1(=C(C=CC=C1)N)N (o-phenylenediamine), [OH-].[Na+] (NaOH). Reaction SMILES: [C:1]1([NH2:8])[CH:6]=[CH:5][CH:4]=[CH:3][C:2]=1[NH2:7].[OH-:9].[Na+].[CH3:11][C:12]([CH3:16])(O)[C:13]#N>[Cl-].C([N+](CC)(CC)CC)C1C=CC=CC=1.C(Cl)(Cl)Cl>[CH3:11][C:12]1([CH3:16])[NH:8][C:1]2[C:2](=[CH:3][CH:4]=[CH:5][CH:6]=2)[NH:7][C:13]1=[O:9] |f:1.2,4.5|. Procedure details: 10 (9); His: 8 (5); Arg: 11 (4); Asp: 22 (28); Glu: 15 (12); Thr: 33 (19); Ser: 33 (32); Pro: 13 (9); Gly: 37 (35); Ala' 17 (41); Val: 16 (31); Leu (7 (16); Ileu: 15 (10); Phe: 6 (4); Tyr: 21 (13); Cys (1/2): 2 (0) Met: 3 (5); Trp: not detmd. (1); NH3 : 27 (25). Total number of amino acids: 269 (273), excl. Trp. Starting materials: ( 28 ), ( 16 ), ( 4 ), NCC(=O)O (Gly), ( 5 ), N (NH3), N[C@@H]([C@H](O)C)C(=O)O (Thr), ( 31 ), N[C@@H](CCSC)C(=O)O (Met), ( 25 ), ( 4 ), ( 9 ), ( 32 ), N[C@@H](C(C)C)C(=O)O (Val), N[C@@H](CCCNC(N)=N)C(=O)O (Arg), ( 9 ), ( 19 ), ( 273 ), N[C@@H](CC(O)=O)C(=O)O (Asp), N[C@@H](C)C(=O)O (Ala), N[C@@H](CC1=CC=C(C=C1)O)C(=O)O (Tyr), ( 35 ), ( 12 ), ( 13 ), N[C@@H](CCC(O)=O)C(=O)O (Glu), ( 5 ), N[C@@H](CS)C(=O)O (Cys), ( 1 ), N[C@@H](CC(C)C)C(=O)O (Leu), N[C@@H](CC1=CNC2=CC=CC=C12)C(=O)O (Trp), ( 10 ), N[C@@H](CC1=CC=CC=C1)C(=O)O (Phe), amino acids, N[C@@H](CC1=CNC2=CC=CC=C12)C(=O)O (Trp). Yields the product N[C@@H](CCCCN)C(=O)O (Lys). Reaction SMILES: [NH2:1][C@H:2]([C:10]([OH:12])=[O:11])[CH2:3][CH2:4][CH2:5]NC(=N)N.[NH2:13][C@H:14](C(O)=O)CC(=O)O.N[C@H](C(O)=O)CCC(=O)O.N[C@H](C(O)=O)[C@@H](C)O.NCC(O)=O.N[C@H](C(O)=O)C.N[C@H](C(O)=O)C(C)C.N[C@H](C(O)=O)CC(C)C.N[C@H](C(O)=O)CC1C=CC=CC=1.N[C@H](C(O)=O)CC1C=CC(O)=CC=1.N[C@H](C(O)=O)CS.N[C@H](C(O)=O)CCSC.N[C@H](C(O)=O)CC1C2C(=CC=CC=2)NC=1.N>>[NH2:1][C@H:2]([C:10]([OH:12])=[O:11])[CH2:3][CH2:4][CH2:5][CH2:14][NH2:13]. Starting materials: [F-].[K+] (Potassium fluoride), C(#N)C1=C(N=C(N1)C1=C(C=C(C=C1Cl)C(F)(F)F)Cl)C(=O)O (5-cyano-2-(2,6-dichloro-4-trifluoromethylphenyl)-imidazole-4-carboxylic acid), C(C)NCC (diethylamine). Solvent: COCCOCCOC (2-methoxyethyl ether), ClCCl (dichloromethane). Reaction conditions: temperature 0 celsius, time 0.5 hour. The product is C(C)N(C(=O)C=1N=C(NC1C#N)C1=C(C=C(C=C1Cl)C(F)(F)F)Cl)CC (N,N-diethyl 5-cyano-2-(2,6-dichloro-4-trifluoromethylphenyl)imidazole-4-carboxamide). Isolated yield 16.0%. As a reaction SMILES: [C:1]([C:3]1[NH:7][C:6]([C:8]2[C:13]([Cl:14])=[CH:12][C:11]([C:15]([F:18])([F:17])[F:16])=[CH:10][C:9]=2[Cl:19])=[N:5][C:4]=1[C:20]([OH:22])=O)#[N:2].[F-].[K+].[CH2:25]([NH:27][CH2:28][CH3:29])[CH3:26]>COCCOCCOC.ClCCl>[CH2:25]([N:27]([CH2:28][CH3:29])[C:20]([C:4]1[N:5]=[C:6]([C:8]2[C:13]([Cl:14])=[CH:12][C:11]([C:15]([F:16])([F:18])[F:17])=[CH:10][C:9]=2[Cl:19])[NH:7][C:3]=1[C:1]#[N:2])=[O:22])[CH3:26] |f:1.2|. Procedure details: 5-cyano-2-(2,6-dichloro-4-trifluoromethylphenyl)-imidazole-4-carboxylic acid (1.4 g, 0.004 mol) in 2-methoxyethyl ether (11 ml) whilst maintaining the temperature at about 0° C. Potassium fluoride (0.67 g, 0.0115 mol) was added and the mixture was stirred at 0° C. for 0.5 hours, and added slowly to a solution of diethylamine (8.8 g, 12.5 ml, 0.12 mol) in dichloromethane (75 ml) whilst maintaining the temperature in the range 0°-5° C. The mixture was stirred at 0°-5° C. for 1 hour and at room tem...